From a dataset of the Open Reaction Database (ORD), a public repository of structured organic reaction records. describe an organic reaction: reactants, conditions, products, and yield Reactants: CC(C)(CC=CC(=O)O)NC(=O)OC(C)(C)C, CCN(C(C)C)C(C)C, CCN=C=NCCCN(C)C, CNC(Cc1ccc2ccccc2c1)C(=O)N(C)CCCc1ccccc1, CN(C)C=O, CCOC(C)=O, ClCCl, Cl, On1nnc2cccnc21. Yields the product CN(CCCc1ccccc1)C(=O)C(Cc1ccc2ccccc2c1)N(C)C(=O)C=CCC(C)(C)NC(=O)OC(C)(C)C. RXN SMILES: [C:1]([CH3:2])([CH3:3])([CH3:4])[O:5][C:6](=[O:7])[NH:8][C:9]([CH2:10][CH:11]=[CH:12][C:13](=[O:14])[OH:15])([CH3:16])[CH3:17].[CH2:67]([N:68]([CH:69]([CH3:70])[CH3:71])[CH:72]([CH3:73])[CH3:74])[CH3:75].[CH3:29][N:30]([CH3:31])[CH2:32][CH2:33][CH2:34][N:35]=[C:36]=[N:37][CH2:38][CH3:39].[CH3:40][N:41]([C:42]([CH:43]([CH2:44][c:45]1[cH:46][c:47]2[cH:48][cH:49][cH:50][cH:51][c:52]2[cH:53][cH:54]1)[NH:55][CH3:56])=[O:57])[CH2:58][CH2:59][CH2:60][c:61]1[cH:62][cH:63][cH:64][cH:65][cH:66]1.[CH3:76][N:77]([CH3:78])[CH:79]=[O:80].[CH3:84][CH2:85][O:86][C:87](=[O:88])[CH3:89].[Cl:81][CH2:82][Cl:83].[ClH:28].[OH:18][n:19]1[c:20]2[n:21][cH:22][cH:23][cH:24][c:25]2[n:26][n:27]1>>[C:1]([CH3:2])([CH3:3])([CH3:4])[O:5][C:6](=[O:7])[NH:8][C:9]([CH2:10][CH:11]=[CH:12][C:13](=[O:15])[N:55]([CH:43]([C:42]([N:41]([CH3:40])[CH2:58][CH2:59][CH2:60][c:61]1[cH:62][cH:63][cH:64][cH:65][cH:66]1)=[O:57])[CH2:44][c:45]1[cH:46][c:47]2[cH:48][cH:49][cH:50][cH:51][c:52]2[cH:53][cH:54]1)[CH3:56])([CH3:16])[CH3:17]. Product: FC1=C(C=CC=C1)N1CCN(CC1)CCCC1=CC(=NN1C1=CC=CC=C1)C(C)C (1-(2-fluorophenyl)-4-(3-(1-phenyl-3-isopropyl-1H-pyrazol-5-yl)propyl)piperazine). Starting materials: C1(=CC=CC=C1)N1N=C(C=C1CCC=O)C(C)C (3-(1-phenyl-3-isopropyl-1H-pyrazol-5-yl)propanal), [BH-](OC(=O)C)(OC(=O)C)OC(=O)C.[Na+] (NaBH(OAc)3), FC1=C(C=CC=C1)N1CCNCC1 (1-(2-fluorophenyl)piperazine), CCN(C(C)C)C(C)C (DIPEA). Procedure: 143 mg (99%) of target compound was obtained by using a method same as in Example 1 by using 3-(1-phenyl-3-isopropyl-1H-pyrazol-5-yl)propanal (86 mg, 0.357 mmol), 1-(2-fluorophenyl)piperazine (65 mg, 0.362 mmol), DIPEA (0.094 mL, 0.540 mmol) and NaBH(OAc)3 (237 mg, 1.118 mmol). As a reaction SMILES: [C:1]1([N:7]2[C:11]([CH2:12][CH2:13][CH:14]=O)=[CH:10][C:9]([CH:16]([CH3:18])[CH3:17])=[N:8]2)[CH:6]=[CH:5][CH:4]=[CH:3][CH:2]=1.[F:19][C:20]1[CH:25]=[CH:24][CH:23]=[CH:22][C:21]=1[N:26]1[CH2:31][CH2:30][NH:29][CH2:28][CH2:27]1.CCN(C(C)C)C(C)C.[BH-](OC(C)=O)(OC(C)=O)OC(C)=O.[Na+]>>[F:19][C:20]1[CH:25]=[CH:24][CH:23]=[CH:22][C:21]=1[N:26]1[CH2:31][CH2:30][N:29]([CH2:14][CH2:13][CH2:12][C:11]2[N:7]([C:1]3[CH:6]=[CH:5][CH:4]=[CH:3][CH:2]=3)[N:8]=[C:9]([CH:16]([CH3:18])[CH3:17])[CH:10]=2)[CH2:28][CH2:27]1 |f:3.4|. Starting materials: COC(=O)CNc1cc(C)c(-c2nc3cc(C(=O)Nc4ccc(C)c(C)c4)ccc3[nH]2)c(C)c1, CO, [Na+], [OH-]. Product: Cc1ccc(NC(=O)c2ccc3[nH]c(-c4c(C)cc(NCC(=O)O)cc4C)nc3c2)cc1C. As a reaction SMILES: [CH3:1][O:2][C:3]([CH2:4][NH:5][c:6]1[cH:7][c:8]([CH3:33])[c:9](-[c:13]2[n:14][c:15]3[c:16]([nH:17]2)[cH:18][cH:19][c:20]([C:22]([NH:23][c:24]2[cH:25][c:26]([CH3:31])[c:27]([CH3:30])[cH:28][cH:29]2)=[O:32])[cH:21]3)[c:10]([CH3:12])[cH:11]1)=[O:34].[CH3:37][OH:38].[Na+:36].[OH-:35]>>[O:2]=[C:3]([CH2:4][NH:5][c:6]1[cH:7][c:8]([CH3:33])[c:9](-[c:13]2[n:14][c:15]3[c:16]([nH:17]2)[cH:18][cH:19][c:20]([C:22]([NH:23][c:24]2[cH:25][c:26]([CH3:31])[c:27]([CH3:30])[cH:28][cH:29]2)=[O:32])[cH:21]3)[c:10]([CH3:12])[cH:11]1)[OH:34]. Starting materials: CCCCC[C@@H](/C=C/[C@H]1[C@@H](C[C@@H]([C@@H]1C/C=C\CCCC(=O)O)O)O)O (PGF2 α), C(C(C)C)OC(=O)Cl (isobutylchloroformate). Solvent: C(C)N(CC)CC (triethylamine). Product: C1(=CC=CC=C1)C1=CC=C(C=C1)O (p-phenylphenol), crude residue. As a reaction SMILES: CCCCC[C@H](O)/C=C/[C@@H:9]1[C@@H:13]([CH2:14]/[CH:15]=[CH:16]\[CH2:17][CH2:18][CH2:19][C:20](O)=O)[C@@H:12](O)[CH2:11][C@H:10]1[OH:24].C(OC(Cl)=O)C(C)C>C(N(CC)CC)C>[C:15]1([C:14]2[CH:13]=[CH:9][C:10]([OH:24])=[CH:11][CH:12]=2)[CH:16]=[CH:17][CH:18]=[CH:19][CH:20]=1. Procedure details: Following the procedure of Example 1 but using 0.535 g. of PGF2 α, 0.254 ml. of triethylamine, 0.238 ml. of isobutylchloroformate, and 0.385 g. of p-phenylphenol, there is obtained a crude residue. This residue is subjected to silica gel chromatography, eluting with ethyl acetate followed by acetonitrile. The residue obtained by concentration of selected fractions, 0.270 g., is crystallized from ethyl acetate diluted with an equal volume of hexane as the title compound, white free-flowing crysta...